From a dataset of the Open Reaction Database (ORD), a public repository of structured organic reaction records. describe an organic reaction: reactants, conditions, products, and yield The reactants are C(C)OC(=O)C=1C(=C2C(=C(N1)Br)SN=C2C2=CC=CC=C2)O (7-bromo-4-hydroxy-3-phenyl-isothiazolo[5,4-c]pyridine-5-carboxylic acid ethyl ester), C(CCC)[Sn](C1=CC=NC=C1)(CCCC)CCCC (4-(tributylstannyl)pyridine). The product is C(C)OC(=O)C=1C(=C2C(=C(N1)C1=CC=NC=C1)SN=C2C2=CC=CC=C2)O (4-Hydroxy-3-phenyl-7-pyridin-4-yl-isothiazolo[5,4-c]pyridine-5-carboxylic acid ethyl ester). Reaction SMILES: [CH2:1]([O:3][C:4]([C:6]1[C:7]([OH:22])=[C:8]2[C:15]([C:16]3[CH:21]=[CH:20][CH:19]=[CH:18][CH:17]=3)=[N:14][S:13][C:9]2=[C:10](Br)[N:11]=1)=[O:5])[CH3:2].C([Sn](CCCC)(CCCC)[C:28]1[CH:33]=[CH:32][N:31]=[CH:30][CH:29]=1)CCC>>[CH2:1]([O:3][C:4]([C:6]1[C:7]([OH:22])=[C:8]2[C:15]([C:16]3[CH:21]=[CH:20][CH:19]=[CH:18][CH:17]=3)=[N:14][S:13][C:9]2=[C:10]([C:28]2[CH:33]=[CH:32][N:31]=[CH:30][CH:29]=2)[N:11]=1)=[O:5])[CH3:2]. Procedure: The title compound was synthesized in analogy to Example 3 from 7-bromo-4-hydroxy-3-phenyl-isothiazolo[5,4-c]pyridine-5-carboxylic acid ethyl ester and 4-(tributylstannyl)pyridine: MS (m/z) 378.1 (M+1).